From a dataset of the Open Reaction Database (ORD), a public repository of structured organic reaction records. describe an organic reaction: reactants, conditions, products, and yield Run in CO (MeOH), CO (MeOH). Run at time 1 hour. As a reaction SMILES: Cl.[F:2][C:3]([F:7])([F:6])[CH2:4][NH2:5].C([O-])(=O)C.[Na+].[CH3:13][O:14][C:15](=[O:37])[CH2:16][C:17]1[CH:18]=[C:19]([C:25]2[CH:30]=[CH:29][C:28]([C:31]([F:34])([F:33])[F:32])=[CH:27][C:26]=2[CH:35]=O)[C:20]([O:23][CH3:24])=[CH:21][CH:22]=1.C([BH3-])#N.[Na+]>CO>[CH3:13][O:14][C:15](=[O:37])[CH2:16][C:17]1[CH:18]=[C:19]([C:25]2[CH:30]=[CH:29][C:28]([C:31]([F:33])([F:34])[F:32])=[CH:27][C:26]=2[CH2:35][NH:5][CH2:4][C:3]([F:7])([F:6])[F:2])[C:20]([O:23][CH3:24])=[CH:21][CH:22]=1 |f:0.1,2.3,5.6|. Starting materials: COC(CC=1C=C(C(=CC1)OC)C1=C(C=C(C=C1)C(F)(F)F)C=O)=O ((2′-Formyl-6-methoxy-4′-trifluoromethyl-biphenyl-3-yl)-acetic acid methyl ester), C(#N)[BH3-].[Na+] (sodium cyanoborohydride), Cl.FC(CN)(F)F (2,2,2-Trifluoroethylamine hydrochloride), C(C)(=O)[O-].[Na+] (sodium acetate). Procedure: 2,2,2-Trifluoroethylamine hydrochloride (0.101 g, 0.71 mmol) was treated with sodium acetate (0.061 g, 0.71 mmol) in MeOH (1 mL) with heating and sonication. (2′-Formyl-6-methoxy-4′-trifluoromethyl-biphenyl-3-yl)-acetic acid methyl ester (0.207 g, 0.59 mmol) in MeOH (2 mL) was added, followed by sodium cyanoborohydride (0.069 g, 1.06 mmol), and the reaction was stirred at room temperature for 1 hour. Once no starting material was seen by analytical LCMS, the mixture was quenched with H2O and ext... Yields the product COC(CC=1C=C(C(=CC1)OC)C1=C(C=C(C=C1)C(F)(F)F)CNCC(F)(F)F)=O ({6-Methoxy-2′-[(2,2,2-trifluoro-ethylamino)-methyl]-4′-trifluoromethyl-biphenyl-3-yl}-acetic acid methyl ester). Reactants: NS(=O)(=O)c1cccc([N+](=O)[O-])c1, CCC(=C(c1ccccc1)c1ccc(C=CC(=O)O)cc1)c1ccccc1. The product is CCC(=C(c1ccccc1)c1ccc(C=CC(=O)NS(=O)(=O)c2cccc([N+](=O)[O-])c2)cc1)c1ccccc1. As a reaction SMILES: [N+:28](=[O:29])([O-:30])[c:31]1[cH:32][c:33]([S:37](=[O:38])(=[O:39])[NH2:40])[cH:34][cH:35][cH:36]1.[c:1]1([C:7](=[C:8]([CH2:9][CH3:10])[c:11]2[cH:12][cH:13][cH:14][cH:15][cH:16]2)[c:17]2[cH:18][cH:19][c:20]([CH:23]=[CH:24][C:25](=[O:26])[OH:27])[cH:21][cH:22]2)[cH:2][cH:3][cH:4][cH:5][cH:6]1>>[c:1]1([C:7](=[C:8]([CH2:9][CH3:10])[c:11]2[cH:12][cH:13][cH:14][cH:15][cH:16]2)[c:17]2[cH:18][cH:19][c:20]([CH:23]=[CH:24][C:25](=[O:26])[NH:40][S:37]([c:33]3[cH:32][c:31]([N+:28](=[O:29])[O-:30])[cH:36][cH:35][cH:34]3)(=[O:38])=[O:39])[cH:21][cH:22]2)[cH:2][cH:3][cH:4][cH:5][cH:6]1.